This data is from the Open Reaction Database (ORD), a public repository of structured organic reaction records. The task is: describe an organic reaction: reactants, conditions, products, and yield Reactants: [N+](=O)([O-])C=1C=C2C3(C(N(C2=CC1)C)N(CC3)C)C (1,2,3,3a,8,8a-Hexahydro-5-nitro-1,3a,8-trimethylpyrrolo[2,3-b]indole), C(C)(=O)OCC (ethyl acetate). Reagents/catalysts: O=[Pt]=O (PtO2). Run at temperature 0 celsius, time 2 hour. Yields the product O(C1=CC=CC=C1)C(=O)NC=1C=C2C3(C(N(C2=CC1)C)N(CC3)C)C (1,2,3,3a,8,8a-hexahydro-5-(phenoxycarbonylamino)-1,3a,8-trimethylpyrrolo[2,3-b]-indole). Reaction SMILES: [N+:1]([C:4]1[CH:5]=[C:6]2[C:10](=[CH:11][CH:12]=1)[N:9]([CH3:13])[CH:8]1[N:14]([CH3:17])[CH2:15][CH2:16][C:7]21[CH3:18])([O-])=O.[C:19]([O:22][CH2:23][CH3:24])(=[O:21])C>O=[Pt]=O>[O:22]([C:19]([NH:1][C:4]1[CH:5]=[C:6]2[C:10](=[CH:11][CH:12]=1)[N:9]([CH3:13])[CH:8]1[N:14]([CH3:17])[CH2:15][CH2:16][C:7]21[CH3:18])=[O:21])[C:23]1[CH:24]=[CH:11][CH:12]=[CH:4][CH:5]=1. Procedure: 1,2,3,3a,8,8a-Hexahydro-5-nitro-1,3a,8-trimethylpyrrolo[2,3-b]indole (2.2 g) was dissolved in ethyl acetate (100 ml) and hydrogenated in a Parr apparatus at 45 psi using PtO2 (220 mg) as a catalyst. The reduction was complete within 2 hours. The reduction mixture was filtered directly into a nitrogen flushed flask. 4-Dimethylaminopyridine (0.100 g) and triethylamine (0.9 g) were added, the mixture was cooled to 0° C. and a solution of phenylchloroformate (1.4 g) in ethyl acetate (100 ml) was add... Reactants: C(C)(C)(C)OC(NCC[C@H](C(C)(C)C)O)=O (N-[(3R)-3-hydroxy-4,4-dimethyl-pentyl]-carbamic acid tert-butyl ester), Cl (hydrochloric acid). The solvent is O1CCOCC1 (dioxane), O1CCOCC1 (dioxane). Conditions: time 1 hour. Product: NCC[C@H](C(C)(C)C)O ((3R)-1-amino-4,4-dimethyl-pentan-3-ol). The yield is 57.4%. RXN SMILES: C(OC(=O)[NH:7][CH2:8][CH2:9][C@@H:10]([OH:15])[C:11]([CH3:14])([CH3:13])[CH3:12])(C)(C)C.Cl>O1CCOCC1>[NH2:7][CH2:8][CH2:9][C@@H:10]([OH:15])[C:11]([CH3:14])([CH3:13])[CH3:12]. Procedure: To a stirred solution of N-[(3R)-3-hydroxy-4,4-dimethyl-pentyl]-carbamic acid tert-butyl ester (1.2 g, 5.19 mmol) in dioxane (5 ml) is added 4N hydrochloric acid in dioxane (12 ml) at 0° C. and the mixture is stirred for 1 h at room temperature. The reaction mixture is concentrated in vacuo and solid is triturated with pentane yielding (3R)-1-amino-4,4-dimethyl-pentan-3-ol (0.5 g, 2.98 mmol, 57%). Reactants: [H-].[Al+3].[Li+].[H-].[H-].[H-] (lithium aluminum hydride), COC(=O)C1(CC2=CC=CC=C2C1)C(=C)C (2-methoxycarbonyl-2-isopropenylindane), Cl (hydrochloric acid). Run in CCOCC (ether), CCOCC (ether). Reaction conditions: time 2 hour. Yields the product C(=C)(C)C1(CC2=CC=CC=C2C1)CO (2-isopropenyl-2-indanemethanol). The yield is 95.3%. As a reaction SMILES: [H-].[Al+3].[Li+].[H-].[H-].[H-].C[O:8][C:9]([C:11]1([C:20]([CH3:22])=[CH2:21])[CH2:19][C:18]2[C:13](=[CH:14][CH:15]=[CH:16][CH:17]=2)[CH2:12]1)=O.Cl>CCOCC>[C:20]([C:11]1([CH2:9][OH:8])[CH2:19][C:18]2[C:13](=[CH:14][CH:15]=[CH:16][CH:17]=2)[CH2:12]1)([CH3:22])=[CH2:21] |f:0.1.2.3.4.5|. Procedure: To 50 ml of dried ether containing 0.86 g (0.018 mole) of lithium aluminum hydride, with ice-cooling, was added dropwise over a period of 10 minutes a solution of 4.15 g (0.018 mole) of 2-methoxycarbonyl-2-isopropenylindane in 10 ml of dried ether. The mixture was then stirred at room temperature for 2 hours to continue the reaction. The reaction mixture was poured into a mixture of 5% aqueous hydrochloric acid solution and ice. And then the ether layer was separated and the aqueous layer was ex... The reactants are BrB(Br)Br, COc1ccc(-n2c(C)cc3ccccc32)cc1, ClCCl. The product is Cc1cc2ccccc2n1-c1ccc(O)cc1. As a reaction SMILES: [B:19]([Br:20])([Br:21])[Br:22].[CH3:1][O:2][c:3]1[cH:4][cH:5][c:6](-[n:9]2[c:10]([CH3:18])[cH:11][c:12]3[cH:13][cH:14][cH:15][cH:16][c:17]23)[cH:7][cH:8]1.[Cl:23][CH2:24][Cl:25]>>[OH:2][c:3]1[cH:4][cH:5][c:6](-[n:9]2[c:10]([CH3:18])[cH:11][c:12]3[cH:13][cH:14][cH:15][cH:16][c:17]23)[cH:7][cH:8]1. Starting materials: O=C([O-])[O-], CC(=O)O, Cc1c([N+](=O)[O-])cc(C)c2ncccc12, CCO, [Fe], [K+], [K+]. Yields the product Cc1c(N)cc(C)c2ncccc12. RXN SMILES: [C:20](=[O:21])([O-:22])[O-:23].[CH3:16][C:17](=[O:18])[OH:19].[CH3:1][c:2]1[c:3]2[cH:4][cH:5][cH:6][n:7][c:8]2[c:9]([CH3:15])[cH:10][c:11]1[N+:12]([O-:13])=[O:14].[CH3:26][CH2:27][OH:28].[Fe:29].[K+:24].[K+:25]>>[CH3:1][c:2]1[c:3]2[cH:4][cH:5][cH:6][n:7][c:8]2[c:9]([CH3:15])[cH:10][c:11]1[NH2:12]. Reactants: C1CCOC1, [H][H], CCCCCCCCCCCCCCCCCCOc1cc(NC(=O)OCc2ccccc2)cc(OCCCCC(=O)OC)c1. The product is CCCCCCCCCCCCCCCCCCOc1cc(N)cc(OCCCCC(=O)OC)c1. As a reaction SMILES: [CH2:48]1[O:49][CH2:50][CH2:51][CH2:52]1.[H:46][H:47].[c:1]1([CH2:2][O:3][C:4](=[O:5])[NH:10][c:11]2[cH:12][c:13]([O:26][CH2:27][CH2:28][CH2:29][CH2:30][CH2:31][CH2:32][CH2:33][CH2:34][CH2:35][CH2:36][CH2:37][CH2:38][CH2:39][CH2:40][CH2:41][CH2:42][CH2:43][CH3:44])[cH:14][c:15]([O:17][CH2:18][CH2:19][CH2:20][CH2:21][C:22](=[O:23])[O:24][CH3:25])[cH:16]2)[cH:6][cH:7][cH:8][cH:9][cH:45]1>>[NH2:10][c:11]1[cH:12][c:13]([O:26][CH2:27][CH2:28][CH2:29][CH2:30][CH2:31][CH2:32][CH2:33][CH2:34][CH2:35][CH2:36][CH2:37][CH2:38][CH2:39][CH2:40][CH2:41][CH2:42][CH2:43][CH3:44])[cH:14][c:15]([O:17][CH2:18][CH2:19][CH2:20][CH2:21][C:22](=[O:23])[O:24][CH3:25])[cH:16]1. Starting materials: BrC/C=C/C(=O)O ((2E)-4-Bromobut-2-enoic acid), N1(CCNCC1)C(=O)N1CCCC1 (piperazin-1-yl(pyrrolidin-1-yl)methanone), ClC=1C=C(C=CC1Cl)NC=1C2=C(N=CN1)SC1=C2CCNC1 (N-(3,4-Dichlorophenyl)-5,6,7,8-tetrahydropyrido[4′,3′:4,5]thieno[2,3-d]pyrimidin-4-amine), CCN(C(C)C)C(C)C (DIPEA), CCN=C=NCCCN(C)C (EDCI), CCN(C(C)C)C(C)C (DIPEA). Solvent: C(Cl)Cl (DCM), O (water). Run at time 2 hour. Product: ClC=1C=C(C=CC1Cl)NC=1C2=C(N=CN1)SC1=C2CCN(C1)C(\C=C\CN1CCN(CC1)C(=O)N1CCCC1)=O (N-(3,4-Dichlorophenyl)-7-{(2E)-4-[4-(pyrrolidin-1-ylcarbonyl)piperazin-1-yl]but-2-enoyl}-5,6,7,8-tetrahydropyrido[4′,3′:4,5]thieno[2,3-d]pyrimidin-4-amine). Yield: 9.7%. Reaction SMILES: Br[CH2:2]/[CH:3]=[CH:4]/[C:5]([OH:7])=O.[N:8]1([C:14]([N:16]2[CH2:20][CH2:19][CH2:18][CH2:17]2)=[O:15])[CH2:13][CH2:12][NH:11][CH2:10][CH2:9]1.CCN(C(C)C)C(C)C.[Cl:30][C:31]1[CH:32]=[C:33]([NH:38][C:39]2[C:40]3[C:47]4[CH2:48][CH2:49][NH:50][CH2:51][C:46]=4[S:45][C:41]=3[N:42]=[CH:43][N:44]=2)[CH:34]=[CH:35][C:36]=1[Cl:37].CCN=C=NCCCN(C)C>C(Cl)Cl.O>[Cl:30][C:31]1[CH:32]=[C:33]([NH:38][C:39]2[C:40]3[C:47]4[CH2:48][CH2:49][N:50]([C:5](=[O:7])/[CH:4]=[CH:3]/[CH2:2][N:11]5[CH2:10][CH2:9][N:8]([C:14]([N:16]6[CH2:17][CH2:18][CH2:19][CH2:20]6)=[O:15])[CH2:13][CH2:12]5)[CH2:51][C:46]=4[S:45][C:41]=3[N:42]=[CH:43][N:44]=2)[CH:34]=[CH:35][C:36]=1[Cl:37]. Procedure details: (2E)-4-Bromobut-2-enoic acid (106 mg, 0.64 mmol) and piperazin-1-yl(pyrrolidin-1-yl)methanone (125 mg, 0.68 mmol) were dissolved in DCM (5.0 mL), and DIPEA (111 mg, 0.85 mmol) was added. The mixture was stirred at rt for 2 h. Subsequently, the compound from Example 15A (150 mg, 0.43 mmol), DIPEA (55 mg, 0.43 mmol) and EDCI (82 mg, 0.43 mmol) were added. The reaction was stirred at 50° C. overnight. Then, water was added, and the mixture was extracted three times with DCM. The combined organic la...